From a dataset of the Open Reaction Database (ORD), a public repository of structured organic reaction records. describe an organic reaction: reactants, conditions, products, and yield RXN SMILES: [H-].[Na+].[C:3]([O:7][C:8](=[O:15])[NH:9][C@H:10]1[CH2:13][C@H:12]([OH:14])[CH2:11]1)([CH3:6])([CH3:5])[CH3:4].Cl[C:17]1[N:21]([CH3:22])[C:20]2[CH:23]=[CH:24][CH:25]=[CH:26][C:19]=2[N:18]=1>CN(C=O)C.O>[C:3]([O:7][C:8](=[O:15])[NH:9][C@H:10]1[CH2:13][C@H:12]([O:14][C:17]2[N:21]([CH3:22])[C:20]3[CH:23]=[CH:24][CH:25]=[CH:26][C:19]=3[N:18]=2)[CH2:11]1)([CH3:6])([CH3:4])[CH3:5] |f:0.1|. The yield is 40.2%. Reactants: [H-].[Na+] (Sodium hydride), oil, C(C)(C)(C)OC(N[C@@H]1C[C@H](C1)O)=O (tert-butyl(trans-3-hydroxycyclobutyl)carbamate), ClC1=NC2=C(N1C)C=CC=C2 (2-chloro-1-methyl-1H-benzoimidazole). Procedure: Sodium hydride, 60% in oil (0.141 mL, 6.70 mmol) was added portionwise to a solution of tert-butyl(trans-3-hydroxycyclobutyl)carbamate (0.57 g, 3.04 mmol) and 2-chloro-1-methyl-1H-benzoimidazole (0.558 g, 3.35 mmol) in DMF (3 mL). The reaction mixture was stirred at room temperature for 3 h, diluted with water and extracted with EtOAc. EtOAc extract was concentrated and residue purified with ISCO eluting with 0-40% EtOAc/hexanes to give the desired product tert-butyl(trans-3-((1-methyl-1H-benzo[... Yields the product C(C)(C)(C)OC(N[C@@H]1C[C@H](C1)OC1=NC2=C(N1C)C=CC=C2)=O (tert-butyl(trans-3-((1-methyl-1H-benzo[d]imidazol-2-yl)oxy)cyclobutyl)carbamate). Run at time 3 hour. Run in CN(C)C=O (DMF), O (water). The reactants are OCC1=CC=CC=2N(C(=NC21)CN2C(N(C1=C2C=CC=C1)C(C)C)=O)CCC(C)C (1-[4-hydroxymethyl-1-(3-methyl-butyl)-1H-benzoimidazol-2-ylmethyl]-3-isopropyl-1,3-dihydro-benzoimidazol-2-one), C(C)(C)N(CC)C(C)C (diisopropylethyl amine), C(C(=O)Cl)(=O)Cl (oxalyl chloride), CS(=O)C (DMSO). The solvent is C(Cl)Cl (DCM), C(Cl)Cl (DCM). Run at time 15 minute. The product is C(C)(C)N1C(N(C2=C1C=CC=C2)CC2=NC1=C(N2CCC(C)C)C=CC=C1C=O)=O (2-(3-Isopropyl-2-oxo-2,3-dihydro-benzoimidazol-1-ylmethyl)-1-(3-methyl-butyl)-1H-benzoimidazole-4-carbaldehyde). RXN SMILES: C(Cl)(=O)C(Cl)=O.CS(C)=O.[OH:11][CH2:12][C:13]1[C:21]2[N:20]=[C:19]([CH2:22][N:23]3[C:27]4[CH:28]=[CH:29][CH:30]=[CH:31][C:26]=4[N:25]([CH:32]([CH3:34])[CH3:33])[C:24]3=[O:35])[N:18]([CH2:36][CH2:37][CH:38]([CH3:40])[CH3:39])[C:17]=2[CH:16]=[CH:15][CH:14]=1.C(N(C(C)C)CC)(C)C>C(Cl)Cl>[CH:32]([N:25]1[C:26]2[CH:31]=[CH:30][CH:29]=[CH:28][C:27]=2[N:23]([CH2:22][C:19]2[N:18]([CH2:36][CH2:37][CH:38]([CH3:40])[CH3:39])[C:17]3[CH:16]=[CH:15][CH:14]=[C:13]([CH:12]=[O:11])[C:21]=3[N:20]=2)[C:24]1=[O:35])([CH3:33])[CH3:34]. Reported procedure: To a cooled (−45° C.) solution of oxalyl chloride (0.4 mL 2M in dichloromethane, 0.8 mmol) in DCM (5 mL) was added DMSO (115 μL, 1.62 mmol) under a nitrogen atmosphere. After stirring for 3 min. a solution of 1-[4-hydroxymethyl-1-(3-methyl-butyl)-1H-benzoimidazol-2-ylmethyl]-3-isopropyl-1,3-dihydro-benzoimidazol-2-one (300 mg, 0.738 mmol) in DCM (4 mL) was cannulated and stirring was continued for 15 min. at the same temperature. Then diisopropylethyl amine (643 μL, 3.69 mmol) was added, and the... Reactants: FC1=C(C=CC(=C1)OCC1=CC(=C(C=C1)OC\C(\C1=CC=CC=C1)=N/OC)OC)CCC(=O)O (3-{2-fluoro-4-[(3-methoxy-4-{[(2Z)-2-(methoxyimino)-2-phenylethyl]oxy}benzyl)oxy]phenyl}propanoic acid), [OH-].[Na+] (sodium hydroxide). Product: FC1=C(C=CC(=C1)OCC1=CC(=C(C=C1)OC\C(\C1=CC=CC=C1)=N/OC)OC)CCC(=O)[O-].[Na+] (Sodium 3-{2-fluoro-4-[(3-methoxy-4-{[(2Z)-2-(methoxyimino)-2-phenylethyl]oxy}benzyl)oxy]phenyl}propanoate). The yield is 30.0%. Reaction SMILES: [F:1][C:2]1[CH:7]=[C:6]([O:8][CH2:9][C:10]2[CH:15]=[CH:14][C:13]([O:16][CH2:17]/[C:18](=[N:25]\[O:26][CH3:27])/[C:19]3[CH:24]=[CH:23][CH:22]=[CH:21][CH:20]=3)=[C:12]([O:28][CH3:29])[CH:11]=2)[CH:5]=[CH:4][C:3]=1[CH2:30][CH2:31][C:32]([OH:34])=[O:33].[OH-].[Na+:36]>>[F:1][C:2]1[CH:7]=[C:6]([O:8][CH2:9][C:10]2[CH:15]=[CH:14][C:13]([O:16][CH2:17]/[C:18](=[N:25]\[O:26][CH3:27])/[C:19]3[CH:24]=[CH:23][CH:22]=[CH:21][CH:20]=3)=[C:12]([O:28][CH3:29])[CH:11]=2)[CH:5]=[CH:4][C:3]=1[CH2:30][CH2:31][C:32]([O-:34])=[O:33].[Na+:36] |f:1.2,3.4|. Reported procedure: Compound 56 was synthesized from 3-{2-fluoro-4-[(3-methoxy-4-{[(2Z)-2-(methoxyimino)-2-phenylethyl]oxy}benzyl)oxy]phenyl}propanoic acid (0.3 g, 0.6 mmol) and sodium hydroxide (0.072 g, 1.8 mmol) by following the procedure described in scheme 12 (0.085 g, yield: 30.00%); Purity: 90.03%. Reactants: COC1CCC(O1)N1C(=O)NC(=O)C(C)=C1 (1-(5-methoxytetrahydro-2-furyl)thymine), COP(=O)(OC)OC (dimethylphosphonomethanol), C(C)(=O)O (acetic acid), O.C1(=CC=C(C=C1)S(=O)(=O)O)C (p-toluenesulfonic acid monohydrate). Run in C1(=CC=CC=C1)C (toluene). Conditions: temperature 100 celsius. Product: COP(=O)(OC)COC1CC(OC1)N1C(=O)NC(=O)C(C)=C1 (1-(4-Dimethylphosphonomethoxytetrahydro-2-furyl)thymine). Reaction SMILES: CO[CH:3]1[O:7][CH:6]([N:8]2[CH:16]=[C:14]([CH3:15])[C:12](=[O:13])[NH:11][C:9]2=[O:10])[CH2:5][CH2:4]1.CO[P:19]([O:23][CH3:24])([O:21][CH3:22])=[O:20].[C:25](O)(=[O:27])C.O.C1(C)C=CC(S(O)(=O)=O)=CC=1>C1(C)C=CC=CC=1>[CH3:24][O:23][P:19]([CH2:25][O:27][CH:4]1[CH2:3][O:7][CH:6]([N:8]2[CH:16]=[C:14]([CH3:15])[C:12](=[O:13])[NH:11][C:9]2=[O:10])[CH2:5]1)([O:21][CH3:22])=[O:20] |f:3.4|. Procedure: To a solution of 1-(5-methoxytetrahydro-2-furyl)thymine (5.2 g, 23 mmol) and dimethylphosphonomethanol (6.5 g, 44 mmol) in toluene was added acetic acid (5 mL) and p-toluenesulfonic acid monohydrate (500 mg, 2.6 mmol). The solution was heated at 100° C. for 2 hr and the resulting insoluble solid was removed by suction filtration. After removal of the solvent under reduced pressure, the residual oil was chromotographed on silica gel using CH2Cl2 /5% MeOH as eluent to give the title compound as a ... Product: BrC1=C2C(=CNC2=C(C=C1)C#N)C=O (4-Bromo-3-formyl-1H-indole-7-carbonitrile). The solvent is C(Cl)Cl (CH2Cl2). Reported procedure: A solution of DMF (8.42 mL, 109 mmol) in CH2Cl2(105 mL) stirred on a salt-ice bath was treated dropwise with phosphorus oxychloride (2.57 mL, 27.6 mmol). After 15 min, 4-bromo-1H-indole-7-carboxamide (2 g, 8.37 mmol) was added in one portion while maintaining the temperature below −10° C. After addition, the mixture was stirred at room temperature overnight. After 16 h, ice was added, followed by NaHCO3 and 1 M aqueous NaOH added in portions to make the mixture basic. The mixture was extracted w... The reactants are C(=O)(O)[O-].[Na+] (NaHCO3), CN(C)C=O (DMF), P(=O)(Cl)(Cl)Cl (phosphorus oxychloride), BrC1=C2C=CNC2=C(C=C1)C(=O)N (4-bromo-1H-indole-7-carboxamide), [OH-].[Na+] (NaOH). Reaction SMILES: CN([CH:4]=[O:5])C.P(Cl)(Cl)(Cl)=O.[Br:11][C:12]1[CH:20]=[CH:19][C:18]([C:21]([NH2:23])=O)=[C:17]2[C:13]=1[CH:14]=[CH:15][NH:16]2.C([O-])(O)=O.[Na+].[OH-].[Na+]>C(Cl)Cl>[Br:11][C:12]1[CH:20]=[CH:19][C:18]([C:21]#[N:23])=[C:17]2[C:13]=1[C:14]([CH:4]=[O:5])=[CH:15][NH:16]2 |f:3.4,5.6|. Run at time 15 minute. Isolated yield 65.2%. Starting materials: CC(C)(C)OC(=O)CBr, O=C([O-])[O-], COC(=O)Cc1ccccc1N, [K+], [K+], CN(C)C=O, O. Yields the product COC(=O)Cc1ccccc1NCC(=O)OC(C)(C)C. Reaction SMILES: [Br:19][CH2:20][C:21](=[O:22])[O:23][C:24]([CH3:25])([CH3:26])[CH3:27].[C:13](=[O:14])([O-:15])[O-:16].[CH3:1][O:2][C:3]([CH2:4][c:5]1[c:6]([NH2:11])[cH:7][cH:8][cH:9][cH:10]1)=[O:12].[K+:17].[K+:18].[O:28]=[CH:29][N:30]([CH3:31])[CH3:32].[OH2:33]>>[CH3:1][O:2][C:3]([CH2:4][c:5]1[c:6]([NH:11][CH2:20][C:21](=[O:22])[O:23][C:24]([CH3:25])([CH3:26])[CH3:27])[cH:7][cH:8][cH:9][cH:10]1)=[O:12]. The reactants are IC=1SC=CC1 (2-iodothiophene), ice water, ClC1=CC=C(C=C1)C=1N=C(NC1C1=CC=C(C=C1)Cl)S (4,5-bis(4-chlorophenyl)-2-mercaptoimidazole), [H-].[Na+] (sodium hydride). Solvent: CN(C=O)C (dimethylformamide), CN(C=O)C (dimethylformamide). Reaction conditions: time 30 minute. Product: ClC1=CC=C(C=C1)C=1N=C(NC1C1=CC=C(C=C1)Cl)SC=1SC=CC1 (4,5-bis(4-chlorophenyl)-2-(2-thienylthio)imidazole). The yield is 86.9%. RXN SMILES: [Cl:1][C:2]1[CH:7]=[CH:6][C:5]([C:8]2[N:9]=[C:10]([SH:20])[NH:11][C:12]=2[C:13]2[CH:18]=[CH:17][C:16]([Cl:19])=[CH:15][CH:14]=2)=[CH:4][CH:3]=1.[H-].[Na+].I[C:24]1[S:25][CH:26]=[CH:27][CH:28]=1>CN(C)C=O>[Cl:19][C:16]1[CH:17]=[CH:18][C:13]([C:12]2[N:11]=[C:10]([S:20][C:24]3[S:25][CH:26]=[CH:27][CH:28]=3)[NH:9][C:8]=2[C:5]2[CH:4]=[CH:3][C:2]([Cl:1])=[CH:7][CH:6]=2)=[CH:14][CH:15]=1 |f:1.2|. Reported procedure: 6.43 g of 4,5-bis(4-chlorophenyl)-2-mercaptoimidazole is dissolved in 150 ml of absolute dimethylformamide and combined with 0.6 g of sodium hydride (80% strength in white oil). The mixture is agitated for another 30 minutes, and then 4.25 g of 2-iodothiophene in 30 ml of dimethylformamide is added dropwise thereto; the mixture is heated under reflux for 16 hours under argon. The solution is then poured into 600 ml of ice water, the product is extracted with ethyl acetate; the organic solution i...